This data is from the Open Reaction Database (ORD), a public repository of structured organic reaction records. The task is: describe an organic reaction: reactants, conditions, products, and yield Reactants: Cc1ccc(S(=O)(=O)OCC2CCCN2C(=O)OC(C)(C)C)cc1, CN(C)C=O, [H-], [Na+], Cc1ccc(Oc2ccc(O)cc2)cc1. Yields the product Cc1ccc(Oc2ccc(OCC3CCCN3C(=O)OC(C)(C)C)cc2)cc1. Reaction SMILES: [C:18]([CH3:19])([CH3:20])([CH3:21])[O:22][C:23](=[O:24])[N:25]1[CH:26]([CH2:30][O:31][S:32]([c:33]2[cH:34][cH:35][c:36]([CH3:37])[cH:38][cH:39]2)(=[O:40])=[O:41])[CH2:27][CH2:28][CH2:29]1.[CH3:42][N:43]([CH3:44])[CH:45]=[O:46].[H-:16].[Na+:17].[c:1]1([CH3:15])[cH:2][cH:3][c:4]([O:7][c:8]2[cH:9][cH:10][c:11]([OH:14])[cH:12][cH:13]2)[cH:5][cH:6]1>>[c:1]1([CH3:15])[cH:2][cH:3][c:4]([O:7][c:8]2[cH:9][cH:10][c:11]([O:14][CH2:30][CH:26]3[N:25]([C:23]([O:22][C:18]([CH3:19])([CH3:20])[CH3:21])=[O:24])[CH2:29][CH2:28][CH2:27]3)[cH:12][cH:13]2)[cH:5][cH:6]1. Reactants: CC1=CC=CC=2C3=CC=CC=C3CC12 (methylfluorene). The reagents and catalysts are [Pd] (Pd/C). Run at temperature 250 celsius. Product: C1CCC2=CC=CC=C12 (indane). Yield: 96.0%. As a reaction SMILES: C[C:2]1[C:14]2[CH2:13][C:12]3[C:7](=CC=CC=3)[C:6]=2[CH:5]=[CH:4][CH:3]=1>[Pd]>[CH2:13]1[C:14]2[C:6](=[CH:5][CH:4]=[CH:3][CH:2]=2)[CH2:7][CH2:12]1. Procedure: The fraction was charged in an autoclave, and Pd/C (5% Pd supported on charcoal) was added in a proportion of 1% based on the fraction. The resulting mixture was heated to 250° C., followed by a reaction under spontaneous pressure for 2 hours. After completion of the reaction, the reaction mixture was analyzed by gas chromatography. A mixture of position isomers of methylfluorene was found to have been formed with a yield of 96% (based on methyltetrahydrofluorene), and indane with a yield of 99%... Yields the product COC1=CC=C(C=C1)CSCC(C(=O)N1[C@H](C(=O)O)CC(C1)=O)C(F)(F)F (1-[3-[[(4-methoxy)phenylmethyl]thio]-2-trifluoromethyl-1-oxopropyl]-4-oxo-L-proline). Procedure: The 3-[[(4-methoxy)phenylmethyl]thio]-2-trifluoromethylpropionyl chloride from part (a) is reacted with 4-keto-L-proline to yield 1-[3-[[(4-methoxy)phenylmethyl]thio]-2-trifluoromethyl-1-oxopropyl]-4-oxo-L-proline. Reactants: COC1=CC=C(C=C1)CSCC(C(=O)Cl)C(F)(F)F (3-[[(4-methoxy)phenylmethyl]thio]-2-trifluoromethylpropionyl chloride), COC1=CC=C(C=C1)CSCC(C(=O)Cl)C(F)(F)F (3-[[(4-Methoxy)phenylmethyl]thio]-2-trifluoromethylpropionyl chloride), O=C1C[C@H](NC1)C(=O)O (4-keto-L-proline). As a reaction SMILES: [CH3:1][O:2][C:3]1[CH:8]=[CH:7][C:6]([CH2:9][S:10][CH2:11][CH:12]([C:16]([F:19])([F:18])[F:17])[C:13](Cl)=[O:14])=[CH:5][CH:4]=1.[O:20]=[C:21]1[CH2:25][NH:24][C@H:23]([C:26]([OH:28])=[O:27])[CH2:22]1>>[CH3:1][O:2][C:3]1[CH:8]=[CH:7][C:6]([CH2:9][S:10][CH2:11][CH:12]([C:16]([F:19])([F:18])[F:17])[C:13]([N:24]2[CH2:25][C:21](=[O:20])[CH2:22][C@H:23]2[C:26]([OH:28])=[O:27])=[O:14])=[CH:5][CH:4]=1. Reactants: Cl.N[C@H](C(O)(C1=CC=CC=C1)C1=CC=CC=C1)C ((S)-2-amino-1,1-diphenylpropan-1-ol hydrochloride), C(C)(=O)OC([C@H](CC(C)C)N)(C1=C(C=CC=C1)OC)C1=C(C=CC=C1)OC ((S)-2-amino-1,1-di-(2'-methoxyphenyl)-4-methylpentan-1-ol acetate), Cl.N[C@H](C(O)(C1=CC=CC=C1)C1=CC=CC=C1)C(C)C ((S)-2-amino-1,1-diphenyl-3-methylbutan-1-ol hydrochloride), C(C)(=O)OC([C@@H](CC1=CC=CC=C1)N)(C1=CC=CC=C1)C1=CC=CC=C1 ((R)-2-amino-1,1-diphenyl-3-phenylpropan-1-ol acetate). Product: ClC1=CC=C(C=C1)\C=C(/C(C(C)(C)C)O)\N1N=CN=C1 ((E)-1-(4-chlorophenyl)-2-(1,2,4-triazol-1-yl)-4,4- dimethyl-1-penten-3-ol). RXN SMILES: [ClH:1].[NH2:2][C@@H:3](C)C(C1C=CC=CC=1)(C1C=CC=CC=1)O.Cl.[NH2:20][C@@H:21](C(C)C)C(C1C=CC=CC=1)(C1C=CC=CC=1)O.C([O:42][C:43]([C:59]1[CH:64]=CC=C[CH:60]=1)(C1C=CC=CC=1)[C@H:44]([NH2:52])[CH2:45][C:46]1[CH:51]=[CH:50][CH:49]=[CH:48][CH:47]=1)(=O)C.[C:65](OC(C1C=CC=CC=1OC)(C1C=CC=CC=1OC)[C@@H](N)CC(C)C)(=O)C>>[Cl:1][C:49]1[CH:48]=[CH:47][C:46](/[CH:45]=[C:44](/[N:52]2[CH:3]=[N:2][CH:21]=[N:20]2)\[CH:43]([OH:42])[C:59]([CH3:60])([CH3:64])[CH3:65])=[CH:51][CH:50]=1 |f:0.1,2.3|. Procedure details: Reaction was carried out according to Example 1 using (S)-2-amino-1,1-diphenylpropan-1-ol hydrochloride, (S)-2-amino-1,1-diphenyl-3-methylbutan-1-ol hydrochloride, (R)-2-amino-1,1-diphenyl-3-phenylpropan-1-ol acetate and (S)-2-amino-1,1-di-(2'-methoxyphenyl)-4-methylpentan-1-ol acetate in place of (S)-2-amino-1,1-diphenyl-4-methylpentan-1-ol hydrochloride, to obtain the (+)-isomer and (-)-isomer of (E)-1-(4-chlorophenyl)-2-(1,2,4-triazol-1-yl)-4,4- dimethyl-1-penten-3-ol. The results obtained we... The reactants are Cn1c(C(C)(C)C)cc(=NC(=O)c2cc(C(F)(F)F)ccc2OCC2CCN2C(=O)OC(C)(C)C)n1CC1CCCO1, C=O, CCOC(C)=O, O=CO, Cc1ccc(S(=O)(=O)O)cc1. Product: CN1CCC1COc1ccc(C(F)(F)F)cc1C(=O)N=c1cc(C(C)(C)C)n(C)n1CC1CCCO1, Cc1ccc(S(=O)(=O)O)cc1. RXN SMILES: [C:1]([CH3:2])([CH3:3])([CH3:4])[c:5]1[cH:6][c:7](=[N:17][C:18](=[O:19])[c:20]2[c:21]([O:22][CH2:23][CH:24]3[N:25]([C:28]([O:29][C:30]([CH3:31])([CH3:32])[CH3:33])=[O:34])[CH2:26][CH2:27]3)[cH:35][cH:36][c:37]([C:39]([F:40])([F:41])[F:42])[cH:38]2)[n:8]([CH2:11][CH:12]2[O:13][CH2:14][CH2:15][CH2:16]2)[n:9]1[CH3:10].[CH2:43]=[O:44].[CH3:59][CH2:60][O:61][C:62]([CH3:63])=[O:64].[CH:45]([OH:46])=[O:47].[c:48]1([CH3:58])[cH:49][cH:50][c:51]([S:54](=[O:55])(=[O:56])[OH:57])[cH:52][cH:53]1>>[C:1]([CH3:2])([CH3:3])([CH3:4])[c:5]1[cH:6][c:7](=[N:17][C:18](=[O:19])[c:20]2[c:21]([O:22][CH2:23][CH:24]3[N:25]([CH3:28])[CH2:26][CH2:27]3)[cH:35][cH:36][c:37]([C:39]([F:40])([F:41])[F:42])[cH:38]2)[n:8]([CH2:11][CH:12]2[O:13][CH2:14][CH2:15][CH2:16]2)[n:9]1[CH3:10].[c:48]1([CH3:58])[cH:49][cH:50][c:51]([S:54](=[O:55])(=[O:56])[OH:57])[cH:52][cH:53]1. The reactants are mixture, 10-(2-methyl-1-propenyl)-5H,10H-imidazo[1,2-]indeno[1,2-e]pyrazin-4-one, CC(C=C1C=2C=CC=CC2C=2NC(C=3N(C21)C=CN3)=O)C (10-(2-methylpropylidene)-5H,10H-imidazo-[1,2-a]indeno[1,2-e]pyrazin-4-one), CN(C=O)C (dimethylformamide), [H][H] (hydrogen). Reagents/catalysts: [Pd] (palladium on charcoal). Solvent: CO (methanol). Product: C(C(C)C)C1C=2C=CC=CC2C=2NC(C=3N(C21)C=CN3)=O (10-isobutyl-5H,10H-imidazo[1,2-a]indeno[1,2-e]pyrazin-4-one). As a reaction SMILES: [CH3:1][CH:2]([CH3:21])[CH:3]=[C:4]1[C:16]2[N:15]3[CH:17]=[CH:18][N:19]=[C:14]3[C:13](=[O:20])[NH:12][C:11]=2[C:10]2[CH:9]=[CH:8][CH:7]=[CH:6][C:5]1=2.CN(C)C=O.[H][H]>[Pd].CO>[CH2:3]([CH:4]1[C:16]2[N:15]3[CH:17]=[CH:18][N:19]=[C:14]3[C:13](=[O:20])[NH:12][C:11]=2[C:10]2[CH:9]=[CH:8][CH:7]=[CH:6][C:5]1=2)[CH:2]([CH3:21])[CH3:1]. Procedure details: 2.8 g of a mixture of 10-(2-methyl-1-propenyl)-5H,10H-imidazo[1,2-]indeno[1,2-e]pyrazin-4-one and 10-(2-methylpropylidene)-5H,10H-imidazo-[1,2-a]indeno[1,2-e]pyrazin-4-one are hydrogenated in the presence of 180 ml of dimethylformamide, 20 ml of methanol and 0.5 g of 10% palladium on charcoal for 22 hours at 50° C. and at a pressure of 54 bar of hydrogen. After filtration of the catalyst under inert atmosphere, the solvents are evaporated off and the grey solid obtained (2.1 g) is purified by ch...